From a dataset of the Open Reaction Database (ORD), a public repository of structured organic reaction records. describe an organic reaction: reactants, conditions, products, and yield The reactants are C(C)NC1=NC(=NC=C1[N+](=O)[O-])C1=CC=CC=C1 (4-ethylamino-5-nitro-2-phenylpyrimidine), C(C)O (ethanol). Reagents/catalysts: [C].[Pd] (palladium-carbon). Reaction conditions: time 5 hour. Yields the product C(C)N1C2=NC(=NC=C2NC1=O)C1=CC=CC=C1 (9-ethyl-7,9-dihydro-2-phenyl-8H-purin-8-one). Reaction SMILES: [CH2:1]([NH:3][C:4]1[C:9]([N+:10]([O-])=O)=[CH:8][N:7]=[C:6]([C:13]2[CH:18]=[CH:17][CH:16]=[CH:15][CH:14]=2)[N:5]=1)[CH3:2].[CH2:19]([OH:21])C>[C].[Pd]>[CH2:1]([N:3]1[C:19](=[O:21])[NH:10][C:9]2[C:4]1=[N:5][C:6]([C:13]1[CH:18]=[CH:17][CH:16]=[CH:15][CH:14]=1)=[N:7][CH:8]=2)[CH3:2] |f:2.3|. Reported procedure: A mixture of 4-ethylamino-5-nitro-2-phenylpyrimidine (2.7 g), palladium-carbon (0.3 g), and ethanol (50 ml) is stirred at room temperature under hydrogen atmosphere for five hours, and the reaction mixture is filtered. The filtrate is concentrated under reduced pressure, and to the resulting residue is added urea (1.4 g). The mixture is stirred at 200° C. for two hours. After cooling, water is added to the reaction mixture, and the precipitates are collected by filtration, washed with water, and... Reactants: C(C1=CC=CC=C1)(=O)N1C(CCC1)C1=C2C=CC(=CC2=CC=C1)S(=O)(=O)N(C=1SC=CN1)CC1=C(C=C(C=C1)OC)OC (5-(1-benzoylpyrrolidin-2-yl)-N-(2,4-dimethoxybenzyl)-N-(thiazol-2-yl)naphthalene-2-sulfonamide), C(=O)(C(F)(F)F)O (TFA). Run in C(Cl)Cl (DCM), CO (methanol). Conditions: time 15 minute. The product is C(C1=CC=CC=C1)(=O)N1C(CCC1)C1=C2C=CC(=CC2=CC=C1)S(=O)(=O)NC=1SC=CN1 (5-(1-benzoylpyrrolidin-2-yl)-N-(thiazol-2-yl)naphthalene-2-sulfonamide). As a reaction SMILES: [C:1]([N:9]1[CH2:13][CH2:12][CH2:11][CH:10]1[C:14]1[CH:23]=[CH:22][CH:21]=[C:20]2[C:15]=1[CH:16]=[CH:17][C:18]([S:24]([N:27](CC1C=CC(OC)=CC=1OC)[C:28]1[S:29][CH:30]=[CH:31][N:32]=1)(=[O:26])=[O:25])=[CH:19]2)(=[O:8])[C:2]1[CH:7]=[CH:6][CH:5]=[CH:4][CH:3]=1.C(O)(C(F)(F)F)=O>C(Cl)Cl.CO>[C:1]([N:9]1[CH2:13][CH2:12][CH2:11][CH:10]1[C:14]1[CH:23]=[CH:22][CH:21]=[C:20]2[C:15]=1[CH:16]=[CH:17][C:18]([S:24]([NH:27][C:28]1[S:29][CH:30]=[CH:31][N:32]=1)(=[O:26])=[O:25])=[CH:19]2)(=[O:8])[C:2]1[CH:7]=[CH:6][CH:5]=[CH:4][CH:3]=1. Procedure: 5-(1-benzoylpyrrolidin-2-yl)-N-(2,4-dimethoxybenzyl)-N-(thiazol-2-yl)naphthalene-2-sulfonamide (0.040 g, 0.065 mmol) was dissolved in DCM and TFA (0.1 mL, 1.298 mmol) was added. The reaction was stirred for 15 minutes at room temperature. The reaction was diluted with methanol and concentrated. The material was triturated in diethyl ether, filtered, and the solids were washed with diethyl ether. The solids were collected and vacuum dried overnight to afford 5-(1-benzoylpyrrolidin-2-yl)-N-(thiazo...